Dataset: the Open Reaction Database (ORD), a public repository of structured organic reaction records. Task: describe an organic reaction: reactants, conditions, products, and yield The yield is 88.0%. Conditions: temperature 40 celsius, time 6 hour. The reactants are [OH-].[Na+] (sodium hydroxide), [Sn] (tin), Cl (hydrochloric acid), COC=1C(=CC(=C(C1)/C=C/C1=NNC2=CC=CC=C12)[N+](=O)[O-])OCCCN1CCOCC1 ((E)-3-{2-[5-methoxy-4-[3-(morpholin-4-yl)propyloxy]-2-nitrophenyl]vinyl}-1H-indazole). Solvent: C(C)O (ethanol). Yields the product N1N=C(C2=CC=CC=C12)/C=C/C1=C(C=C(C(=C1)OC)OCCCN1CCOCC1)N ((E)-2-[2-(1H-indazol-3-yl)vinyl]-4-methoxy-5-[3-(morpholin-4-yl)propyloxy]phenylamine). As a reaction SMILES: [CH3:1][O:2][C:3]1[C:4]([O:23][CH2:24][CH2:25][CH2:26][N:27]2[CH2:32][CH2:31][O:30][CH2:29][CH2:28]2)=[CH:5][C:6]([N+:20]([O-])=O)=[C:7](/[CH:9]=[CH:10]/[C:11]2[C:19]3[C:14](=[CH:15][CH:16]=[CH:17][CH:18]=3)[NH:13][N:12]=2)[CH:8]=1.[Sn].Cl.[OH-].[Na+]>C(O)C>[NH:13]1[C:14]2[C:19](=[CH:18][CH:17]=[CH:16][CH:15]=2)[C:11](/[CH:10]=[CH:9]/[C:7]2[CH:8]=[C:3]([O:2][CH3:1])[C:4]([O:23][CH2:24][CH2:25][CH2:26][N:27]3[CH2:32][CH2:31][O:30][CH2:29][CH2:28]3)=[CH:5][C:6]=2[NH2:20])=[N:12]1 |f:3.4,^3:32|. Procedure details: (E)-3-{2-[5-methoxy-4-(3-(morpholin-4-yl) propyloxy)-2-nitrophenyl]vinyl}-1H-indazole (0.39 g, 0.89 mmol) obtained in Step 2 was dissolved in ethanol (3.0 mL), and the solution was added with tin (0.22 g, 1.9 mmol) and concentrated hydrochloric acid (1.5 mL) under ice-cooling, followed by stirring at 40° C. for 6 hours. To the reaction mixture under ice-cooling, 6 mol/L aqueous sodium hydroxide solution was added to neutralize the mixture. Then, the mixture was filtered. The filtrate was added w... Reactants: Cl (hydrochloric acid), CN1C(OC2=C1C=CC=C2)=O (3-methylbenzoxazolinone), ClCCC(=O)Cl (3-chloropropionic acid chloride), ice. Reaction conditions: temperature 75 celsius, time 30 minute. Yields the product CN1C(OC2=C1C=CC(=C2)C(CCCl)=O)=O (3-Methyl-6-(3-Chloropropionyl)Benzoxazolinone). As a reaction SMILES: [CH3:1][N:2]1[C:6]2[CH:7]=[CH:8][CH:9]=[CH:10][C:5]=2[O:4][C:3]1=[O:11].[Cl:12][CH2:13][CH2:14][C:15](Cl)=[O:16].Cl>>[CH3:1][N:2]1[C:6]2[CH:7]=[CH:8][C:9]([C:15](=[O:16])[CH2:14][CH2:13][Cl:12])=[CH:10][C:5]=2[O:4][C:3]1=[O:11]. Reported procedure: The flask is equipped with a reflux condenser and taken to an oil bath at a temperature in the region of 40°-45° C. 0.04 mole of 3-methylbenzoxazolinone and 0.44 mole of 3-chloropropionic acid chloride are introduced. The mixture is heated to a temperature in the region of 75° C. for 2 hours 30 minutes. After cooling, the reaction mixture is poured into 300 g of ice, acidified with concentrated hydrochloric acid and stirred for 1 hour 30 minutes. The precipitate obtained is drained, washed with ... Reactants: Cl(=O)[O-].[Na+] (sodium chlorite), OP(=O)(O)[O-].[Na+] (sodium phosphate mono-basic), FC1=CC=C(C=C1)N1C(=NC=C1C=O)C1=C(C(=CC=C1F)F)F (1-(4-fluorophenyl)-2-(2,3,6-trifluorophenyl)-1H-imidazole-5-carbaldehyde), CC(C)=CC (2-methyl-2-butene). Solvent: O (Water), C(C)(=O)OCC (ethyl acetate), O (water), C(C)(C)(C)O (tert-butanol). Run at time 15 minute. Product: FC1=CC=C(C=C1)N1C(=NC=C1C(=O)O)C1=C(C(=CC=C1F)F)F (1-(4-Fluorophenyl)-2-(2,3,6-trifluorophenyl)-1H-imidazole-5-carboxylic acid). Reaction SMILES: Cl([O-])=O.[Na+].[OH:5]P([O-])(O)=O.[Na+].[F:11][C:12]1[CH:17]=[CH:16][C:15]([N:18]2[C:22]([CH:23]=[O:24])=[CH:21][N:20]=[C:19]2[C:25]2[C:30]([F:31])=[CH:29][CH:28]=[C:27]([F:32])[C:26]=2[F:33])=[CH:14][CH:13]=1.CC(=CC)C>O.C(O)(C)(C)C.C(OCC)(=O)C>[F:11][C:12]1[CH:13]=[CH:14][C:15]([N:18]2[C:22]([C:23]([OH:5])=[O:24])=[CH:21][N:20]=[C:19]2[C:25]2[C:30]([F:31])=[CH:29][CH:28]=[C:27]([F:32])[C:26]=2[F:33])=[CH:16][CH:17]=1 |f:0.1,2.3|. Reported procedure: A solution of sodium chlorite (80%, 2.53 g, 22.5 mmol), sodium phosphate mono-basic (210.6 mg, 1.76 mmol) in water was added to a solution of 1-(4-fluorophenyl)-2-(2,3,6-trifluorophenyl)-1H-imidazole-5-carb aldehyde (26) (720 mg, 2.25 mmol) and 2-methyl-2-butene (2M in THF, 7.53 mL, 15.1 mmol) in tert-butanol and the reaction was stirred for 15 minutes. Water and ethyl acetate were added and the layers were separated. The organic layer was washed with saturated sodium bicarbonate. The aqueous la... Starting materials: [Al+3], [Cl-], [Cl-], [Cl-], ClCCCl, O=C(Cl)CCCl, c1ccoc1. Product: O=C(CCCl)c1ccco1. RXN SMILES: [Al+3:8].[Cl-:10].[Cl-:7].[Cl-:9].[Cl:16][CH2:17][CH2:18][Cl:19].[Cl:1][CH2:2][CH2:3][C:4](=[O:5])[Cl:6].[cH:11]1[cH:12][cH:13][o:14][cH:15]1>>[Cl:1][CH2:2][CH2:3][C:4](=[O:5])[c:13]1[cH:12][cH:11][cH:15][o:14]1. Reactants: BrB(Br)Br, COc1ccc(-c2cc(F)c3c(Cl)c(O)ccc3c2)cc1F. Product: Oc1ccc(-c2cc(F)c3c(Cl)c(O)ccc3c2)cc1F. As a reaction SMILES: [B:23]([Br:24])([Br:25])[Br:26].[Cl:1][c:2]1[c:3]([OH:22])[cH:4][cH:5][c:6]2[cH:7][c:8](-[c:13]3[cH:14][c:15]([F:21])[c:16]([O:19][CH3:20])[cH:17][cH:18]3)[cH:9][c:10]([F:12])[c:11]12>>[Cl:1][c:2]1[c:3]([OH:22])[cH:4][cH:5][c:6]2[cH:7][c:8](-[c:13]3[cH:14][c:15]([F:21])[c:16]([OH:19])[cH:17][cH:18]3)[cH:9][c:10]([F:12])[c:11]12. The reactants are C1CCOC1, CC(C#N)c1ccccc1C#C[Si](C)(C)C, Cl, [Na+], [OH-]. Product: C#Cc1ccccc1C(C)C#N. RXN SMILES: [CH2:20]1[O:21][CH2:22][CH2:23][CH2:24]1.[CH3:1][Si:2]([C:3]#[C:4][c:5]1[c:6]([CH:11]([C:12]#[N:13])[CH3:14])[cH:7][cH:8][cH:9][cH:10]1)([CH3:15])[CH3:16].[ClH:19].[Na+:18].[OH-:17]>>[CH:3]#[C:4][c:5]1[c:6]([CH:11]([C:12]#[N:13])[CH3:14])[cH:7][cH:8][cH:9][cH:10]1.